From a dataset of the Open Reaction Database (ORD), a public repository of structured organic reaction records. describe an organic reaction: reactants, conditions, products, and yield Starting materials: Oc1cc(Br)cc(Br)c1, CC(C)O, FC(F)Cl, [K+], [OH-], O. Product: FC(F)Oc1cc(Br)cc(Br)c1. RXN SMILES: [Br:1][c:2]1[cH:3][c:4]([OH:9])[cH:5][c:6]([Br:8])[cH:7]1.[CH3:14][CH:15]([OH:16])[CH3:17].[Cl:10][CH:11]([F:12])[F:13].[K+:19].[OH-:18].[OH2:20]>>[Br:1][c:2]1[cH:3][c:4]([O:9][CH:11]([F:12])[F:13])[cH:5][c:6]([Br:8])[cH:7]1.